Task: describe an organic reaction: reactants, conditions, products, and yield. Dataset: the Open Reaction Database (ORD), a public repository of structured organic reaction records Reactants: OCC(CC1=CC=C(C=C1)CC(CO)(C)C)(C)C (1,4-bis(3-hydroxy-2,2-dimethylpropyl)benzene), ClC=1C=C(C(=O)OC)C=C(C1O)Cl (methyl 3,5-dichloro-4-hydroxybenzoate). The reagents and catalysts are C(C)(=O)[O-].[Ca+2].C(C)(=O)[O-] (calcium acetate), [Sb]=O (antimony oxide). Run at temperature 200 celsius. The product is C1(=CC=C(C=C1)CC(COC(=O)C1=CC(=C(C(=C1)Cl)O)Cl)(C)C)CC(COC(=O)C1=CC(=C(C(=C1)Cl)O)Cl)(C)C (4,4'-[1,4-phenylenebis([2,2-dimethyl-1,3-propanediyl]-oxycarbonyl)]bis(2,6-dichlorophenol)). Isolated yield 743.8%. Reaction SMILES: [OH:1][CH2:2][C:3]([CH3:18])([CH3:17])[CH2:4][C:5]1[CH:10]=[CH:9][C:8]([CH2:11][C:12]([CH3:16])([CH3:15])[CH2:13][OH:14])=[CH:7][CH:6]=1.[Cl:19][C:20]1[CH:21]=[C:22]([CH:27]=[C:28]([Cl:31])[C:29]=1[OH:30])[C:23](OC)=[O:24]>C([O-])(=O)C.[Ca+2].C([O-])(=O)C.[Sb]=O>[C:8]1([CH2:11][C:12]([CH3:16])([CH3:15])[CH2:13][O:14][C:23]([C:22]2[CH:27]=[C:28]([Cl:31])[C:29]([OH:30])=[C:20]([Cl:19])[CH:21]=2)=[O:24])[CH:9]=[CH:10][C:5]([CH2:4][C:3]([CH3:18])([CH3:17])[CH2:2][O:1][C:23]([C:22]2[CH:27]=[C:28]([Cl:31])[C:29]([OH:30])=[C:20]([Cl:19])[CH:21]=2)=[O:24])=[CH:6][CH:7]=1 |f:2.3.4,^1:40|. Procedure: A mechanically stirred mixture of 0.6 g of calcium acetate, 0.6 g of antimony oxide, 3.75 g (0.15 M) of 1,4-bis(3-hydroxy-2,2-dimethylpropyl)benzene and 132 g (0.6 M) of methyl 3,5-dichloro-4-hydroxybenzoate was heated under nitrogen atmosphere at 200° C for 18 hours. The reaction mixture was washed three times with benzene in a Waring Blendor and extracted for 5 days with 2 liters of hot benzene. The extract, on cooling, yielded 70 g of 4,4'-[1,4-phenylenebis([2,2-dimethyl-1,3-propanediyl]-oxyc... The reactants are Cc1cc2c(nc1Br)CCCCC2, [Li]CCCC, COc1cccc(C=O)c1, CCCCCC, Cc1ccccc1, O. Yields the product COc1cccc(C(O)c2nc3c(cc2C)CCCCC3)c1. Reaction SMILES: [Br:6][c:7]1[c:8]([CH3:18])[cH:9][c:10]2[c:11]([n:12]1)[CH2:13][CH2:14][CH2:15][CH2:16][CH2:17]2.[CH2:1]([Li:2])[CH2:3][CH2:4][CH3:5].[CH3:19][O:20][c:21]1[cH:22][c:23]([CH:24]=[O:25])[cH:26][cH:27][cH:28]1.[CH3:30][CH2:31][CH2:32][CH2:33][CH2:34][CH3:35].[CH3:36][c:37]1[cH:38][cH:39][cH:40][cH:41][cH:42]1.[OH2:29]>>[c:7]1([CH:24]([c:23]2[cH:22][c:21]([O:20][CH3:19])[cH:28][cH:27][cH:26]2)[OH:25])[c:8]([CH3:18])[cH:9][c:10]2[c:11]([n:12]1)[CH2:13][CH2:14][CH2:15][CH2:16][CH2:17]2.